This data is from the Open Reaction Database (ORD), a public repository of structured organic reaction records. The task is: describe an organic reaction: reactants, conditions, products, and yield Starting materials: NC=1C2=C(N=CN1)SC=C2C2=CC=C(C=C2)NC(=O)NC=2C=C(C(=O)OC)C=CC2 (methyl 3-[({[4-(4-aminothieno[2,3-d]pyrimidin-5-yl)phenyl]amino}carbonyl)amino]benzoate), [OH-].[Na+] (NaOH), Cl (HCl). Run in CO (methanol), C1CCOC1 (THF), [Cl-].[Na+].O (brine), O (water). Run at time 4 hour. Yields the product NC=1C2=C(N=CN1)SC=C2C2=CC=C(C=C2)NC(=O)NC=2C=C(C(=O)O)C=CC2 (3-[({[4-(4-aminothieno[2,3-d]pyrimidin-5-yl)phenyl]amino}carbonyl)amino]benzoic acid). Isolated yield 86.4%. As a reaction SMILES: [NH2:1][C:2]1[C:3]2[C:10]([C:11]3[CH:16]=[CH:15][C:14]([NH:17][C:18]([NH:20][C:21]4[CH:22]=[C:23]([CH:28]=[CH:29][CH:30]=4)[C:24]([O:26]C)=[O:25])=[O:19])=[CH:13][CH:12]=3)=[CH:9][S:8][C:4]=2[N:5]=[CH:6][N:7]=1.[OH-].[Na+].Cl>CO.C1COCC1.O.[Cl-].[Na+].O>[NH2:1][C:2]1[C:3]2[C:10]([C:11]3[CH:16]=[CH:15][C:14]([NH:17][C:18]([NH:20][C:21]4[CH:22]=[C:23]([CH:28]=[CH:29][CH:30]=4)[C:24]([OH:26])=[O:25])=[O:19])=[CH:13][CH:12]=3)=[CH:9][S:8][C:4]=2[N:5]=[CH:6][N:7]=1 |f:1.2,7.8.9|. Procedure details: A suspension of Example 348A (0.5 g, 1.19 mmol) in methanol (50 mL) and THF (20 mL) was treated with 2N NaOH (3.6 mL, 7.2 mmol), stirred at room temperature for 4 hours, and heated to reflux for 1 hour. The mixture was cooled to room temperature, diluted with water, acidified to pH 3 with 4N HCl, and diluted with brine resulting in the formation of a precipitate. The solid was collected by filtration and dried to give 0.417 g of the desired product. MS (ESI(+)) m/e 406 (M+H)+; 1H NMR (300 MHz, D... The reactants are BrC(Br)(Br)Br, ClCCl, CC(C)(C)OC(=O)N1CCOC(CCO)C1, c1c[nH]cn1. Product: CC(C)(C)OC(=O)N1CCOC(CCBr)C1. As a reaction SMILES: [Br:22][C:23]([Br:24])([Br:25])[Br:26].[Cl:27][CH2:28][Cl:29].[OH:1][CH2:2][CH2:3][CH:4]1[O:5][CH2:6][CH2:7][N:8]([C:10](=[O:11])[O:12][C:13]([CH3:14])([CH3:15])[CH3:16])[CH2:9]1.[nH:17]1[cH:18][cH:19][n:20][cH:21]1>>[CH2:2]([CH2:3][CH:4]1[O:5][CH2:6][CH2:7][N:8]([C:10](=[O:11])[O:12][C:13]([CH3:14])([CH3:15])[CH3:16])[CH2:9]1)[Br:22]. Reaction SMILES: [CH2:20]1[O:21][CH2:22][CH2:23][CH2:24]1.[CH3:25][OH:26].[F:1][C:2]([C:3](=[CH:4][c:5]1[cH:6][cH:7][c:8]([C:9](=[O:10])[O:11][CH3:12])[cH:13][cH:14]1)[CH3:15])([F:16])[F:17].[Na+:19].[OH-:18]>>[F:1][C:2]([C:3](=[CH:4][c:5]1[cH:6][cH:7][c:8]([C:9](=[O:10])[OH:11])[cH:13][cH:14]1)[CH3:15])([F:16])[F:17]. The reactants are C1CCOC1, CO, COC(=O)c1ccc(C=C(C)C(F)(F)F)cc1, [Na+], [OH-]. The product is CC(=Cc1ccc(C(=O)O)cc1)C(F)(F)F.